Task: describe an organic reaction: reactants, conditions, products, and yield. Dataset: the Open Reaction Database (ORD), a public repository of structured organic reaction records Reactants: C=CCOC(=O)N1CC(O)CC1C=C(C)C(C)=O, CN=C=O, c1ccncc1. Product: C=CCOC(=O)N1CC(OC(=O)NC)CC1C=C(C)C(C)=O. As a reaction SMILES: [CH2:1]([CH:2]=[CH2:3])[O:4][C:5](=[O:6])[N:7]1[CH:8]([CH:13]=[C:14]([C:15]([CH3:16])=[O:17])[CH3:18])[CH2:9][CH:10]([OH:12])[CH2:11]1.[CH3:19][N:20]=[C:21]=[O:22].[cH:23]1[cH:24][cH:25][n:26][cH:27][cH:28]1>>[CH2:1]([CH:2]=[CH2:3])[O:4][C:5](=[O:6])[N:7]1[CH:8]([CH:13]=[C:14]([C:15]([CH3:16])=[O:17])[CH3:18])[CH2:9][CH:10]([O:12][C:21]([NH:20][CH3:19])=[O:22])[CH2:11]1. Starting materials: N (ammonia), COC(C=O)(C)OC (methylglyoxal-dimethylacetal), C#C (acetylene), C(C)OCC (diethyl ether), [K] (potassium), C#C (acetylene), [Cl-].[NH4+] (ammonium chloride), N (ammonia). The reagents and catalysts are [N+](=O)([O-])[O-].[Fe+3].[N+](=O)([O-])[O-].[N+](=O)([O-])[O-] (iron (III) nitrate). Conditions: time 37.5 minute. Yields the product COC(C(C#C)(O)C)OC (4,4-dimethoxy-3-methyl-but-1-yn-3-ol). As a reaction SMILES: N.[K].[CH:3]#C.[CH3:5][O:6][C:7]([O:11][CH3:12])(C)[CH:8]=[O:9].[Cl-].[NH4+].[CH2:15](OCC)[CH3:16]>[N+]([O-])([O-])=O.[Fe+3].[N+]([O-])([O-])=O.[N+]([O-])([O-])=O>[CH3:5][O:6][CH:7]([O:11][CH3:12])[C:8]([CH3:3])([OH:9])[C:15]#[CH:16] |f:4.5,7.8.9.10,^1:1|. Procedure: After the addition of a slight amount of iron (III) nitrate, 2700 ml. of liquid ammonia are treated portion-wise with stirring and cooling with 169.5 g. of potassium. As soon as the initially blue coloration has disappeared, i.e., after about 30-45 minutes, acetylene gas in a stream of 3 l/min. is led in until the dark coloration of the reaction mixture becomes lighter. Then, the gas stream is reduced to 2 l/min. and the mixture treated dropwise with a solution of 500 g. of methylglyoxal-dimethy... The reactants are C(C)(=O)O[C@@H]1[C@H](O[C@@H]([C@H]([C@@H]1OC(C)=O)OC(C)=O)COC(C)=O)Br (2,3,4,6-tetra-O-acetyl-α-D-mannopyranosyl bromide), NC(=S)N (thiourea), material 0.69, petrol EtOAc. Solvent: CC(=O)C (acetone). The product is Br.C(C)(=O)O[C@@H]1[C@H](O[C@@H]([C@H]([C@@H]1OC(C)=O)OC(C)=O)COC(C)=O)SC(N)=N (2-S-(2,3,4,6-tetra-O-acetyl-α-D-mannopyranosyl-)-2-thiopseudourea hydrobromide). As a reaction SMILES: [C:1]([O:4][C@H:5]1[C@@H:10]([O:11][C:12](=[O:14])[CH3:13])[C@H:9]([O:15][C:16](=[O:18])[CH3:17])[C@@H:8]([CH2:19][O:20][C:21](=[O:23])[CH3:22])[O:7][C@@H:6]1[Br:24])(=[O:3])[CH3:2].[NH2:25][C:26]([NH2:28])=[S:27]>CC(C)=O>[BrH:24].[C:1]([O:4][C@H:5]1[C@@H:10]([O:11][C:12](=[O:14])[CH3:13])[C@H:9]([O:15][C:16](=[O:18])[CH3:17])[C@@H:8]([CH2:19][O:20][C:21](=[O:23])[CH3:22])[O:7][C@@H:6]1[S:27][C:26](=[NH:25])[NH2:28])(=[O:3])[CH3:2] |f:3.4|. Procedure: 2-S-(2,3,4,6-tetra-O-acetyl-α-D-mannopyranosyl bromide (38 g) dissolved in acetone (180 ml) with thiourea (11 g) at 25° C. Batch heated to reflux for a minimum of 2 hrs. Reaction followed by TLC (1:1 petrol/EtOAc. Starting material 0.69, plus multiple peaks below. Product is a salt and therefore is seen on baseline (uv-active)). Batch cooled to R.T. and crystallised, as a white crystalline solid, with the aid of petrol as an anti-solvent (22 g, 49%). M.p=125-127° C. (Lit6 125-128° c.). [α]D22+10... Reactants: CCOC(C)=O, CN1Cc2c(C(N)=O)ncn2-c2ccc(F)c(Cl)c2C1=O, O=C(OC(=O)C(F)(F)F)C(F)(F)F, C1COCCO1, c1ccncc1. Product: CN1Cc2c(C#N)ncn2-c2ccc(F)c(Cl)c2C1=O. As a reaction SMILES: [CH3:35][CH2:36][O:37][C:38](=[O:39])[CH3:40].[Cl:1][c:2]1[c:3]([F:21])[cH:4][cH:5][c:6]2[c:7]1[C:8](=[O:20])[N:9]([CH3:19])[CH2:10][c:11]1[n:12]-2[cH:13][n:14][c:15]1[C:16](=[O:17])[NH2:18].[F:22][C:23]([F:24])([F:25])[C:26]([O:27][C:28](=[O:29])[C:30]([F:31])([F:32])[F:33])=[O:34].[O:41]1[CH2:42][CH2:43][O:44][CH2:45][CH2:46]1.[cH:47]1[cH:48][cH:49][n:50][cH:51][cH:52]1>>[Cl:1][c:2]1[c:3]([F:21])[cH:4][cH:5][c:6]2[c:7]1[C:8](=[O:20])[N:9]([CH3:19])[CH2:10][c:11]1[n:12]-2[cH:13][n:14][c:15]1[C:16]#[N:18]. Reactants: OCCO, CCOC(=O)c1ncn2c1CN(C)C(=O)c1ccccc1-2, ClC(Cl)Cl, N#C[K]. Yields the product CN1Cc2c(C(=O)OCCO)ncn2-c2ccccc2C1=O. RXN SMILES: [CH2:25]([OH:26])[CH2:28][OH:27].[CH3:1][N:2]1[CH2:3][c:4]2[n:5]([cH:14][n:15][c:16]2[C:17](=[O:18])[O:19][CH2:20][CH3:21])-[c:6]2[c:7]([cH:10][cH:11][cH:12][cH:13]2)[C:8]1=[O:9].[CH:29]([Cl:30])([Cl:31])[Cl:32].[K:22][C:23]#[N:24]>>[CH3:1][N:2]1[CH2:3][c:4]2[n:5]([cH:14][n:15][c:16]2[C:17](=[O:18])[O:19][CH2:20][CH2:21][OH:27])-[c:6]2[c:7]([cH:10][cH:11][cH:12][cH:13]2)[C:8]1=[O:9].